From a dataset of the Open Reaction Database (ORD), a public repository of structured organic reaction records. describe an organic reaction: reactants, conditions, products, and yield Reactants: O=C([O-])[O-], CN(C)C=O, ClCC1CN(Cc2ccccc2)CCO1, [K+], [K+], CCOC(=O)c1ccc(O)cc1. The product is CCOC(=O)c1ccc(OCC2CN(Cc3ccccc3)CCO2)cc1. As a reaction SMILES: [C:28](=[O:29])([O-:30])[O-:31].[CH3:34][N:35]([CH3:36])[CH:37]=[O:38].[Cl:1][CH2:2][CH:3]1[O:4][CH2:5][CH2:6][N:7]([CH2:9][c:10]2[cH:11][cH:12][cH:13][cH:14][cH:15]2)[CH2:8]1.[K+:32].[K+:33].[OH:16][c:17]1[cH:18][cH:19][c:20]([C:21](=[O:22])[O:23][CH2:24][CH3:25])[cH:26][cH:27]1>>[CH2:2]([CH:3]1[O:4][CH2:5][CH2:6][N:7]([CH2:9][c:10]2[cH:11][cH:12][cH:13][cH:14][cH:15]2)[CH2:8]1)[O:16][c:17]1[cH:18][cH:19][c:20]([C:21](=[O:22])[O:23][CH2:24][CH3:25])[cH:26][cH:27]1. The reactants are formula II, N (ammonia), O1CC1COC=1SC=CN1 (1,2-epoxy-3-(thiazol-2-oxy)-propane). Run in C(C)O (ethanol). Yields the product NC(CCOC=1SC=CN1)O (1-amino-3-(thiazol-2-oxy)-propanol). Reaction SMILES: [O:1]1[CH:3]([CH2:4][O:5][C:6]2[S:7][CH:8]=[CH:9][N:10]=2)[CH2:2]1.[NH3:11]>C(O)C>[NH2:11][CH:2]([OH:1])[CH2:3][CH2:4][O:5][C:6]1[S:7][CH:8]=[CH:9][N:10]=1. Procedure: This example illustrates methods according to the invention of converting the compounds of formula II, of the invention, into the compounds of formula I of the invention. In this example, 300 mg. of 1,2-epoxy-3-(thiazol-2-oxy)-propane is dissolved in 5 ml. of ethanol saturated with ammonia and left at room temperature for 20 hours. The reaction mixture is then evaporated to remove all residual solvent, and the residue is purified by thin-layer chromatography on preparative silica plate using a d... Reactants: C(C1=CC=CC=C1)OC(=O)N1CCC(CC1)C=1NC(=C(N1)C1=CC(=CC=C1)C(F)(F)F)C1=NC(=NC=C1)SC (4-[5-(2-methylthiopyrimidin-4-yl)-4-(3-trifluoromethylphenyl)-1H-imidazol-2-yl]-piperidine-1-carboxylic acid benzyl ester), COC(N(C)C)OC (dimethylformamide dimethyl acetal). Solvent: C1(=CC=CC=C1)C (toluene). Yields the product C(C1=CC=CC=C1)OC(=O)N1CCC(CC1)C=1N(C(=C(N1)C1=CC(=CC=C1)C(F)(F)F)C1=NC(=NC=C1)SC)C (4-[5-(2-Methylthiopyrimidin-4-yl)-1-methyl-4-(3-trifluoromethylphenyl)-1H-imidazol-2-yl]-piperidine-1-carboxylic acid benzyl ester). As a reaction SMILES: [CH2:1]([O:8][C:9]([N:11]1[CH2:16][CH2:15][CH:14]([C:17]2[NH:18][C:19]([C:32]3[CH:37]=[CH:36][N:35]=[C:34]([S:38][CH3:39])[N:33]=3)=[C:20]([C:22]3[CH:27]=[CH:26][CH:25]=[C:24]([C:28]([F:31])([F:30])[F:29])[CH:23]=3)[N:21]=2)[CH2:13][CH2:12]1)=[O:10])[C:2]1[CH:7]=[CH:6][CH:5]=[CH:4][CH:3]=1.[CH3:40]OC(OC)N(C)C>C1(C)C=CC=CC=1>[CH2:1]([O:8][C:9]([N:11]1[CH2:16][CH2:15][CH:14]([C:17]2[N:18]([CH3:40])[C:19]([C:32]3[CH:37]=[CH:36][N:35]=[C:34]([S:38][CH3:39])[N:33]=3)=[C:20]([C:22]3[CH:27]=[CH:26][CH:25]=[C:24]([C:28]([F:29])([F:31])[F:30])[CH:23]=3)[N:21]=2)[CH2:13][CH2:12]1)=[O:10])[C:2]1[CH:7]=[CH:6][CH:5]=[CH:4][CH:3]=1. Procedure: To a stirring solution of 4-[5-(2-methylthiopyrimidin-4-yl)-4-(3-trifluoromethylphenyl)-1H-imidazol-2-yl]-piperidine-1-carboxylic acid benzyl ester (Example 1E) (4.0 g, 7.22 mmole) in toluene (80 mL) was added dimethylformamide dimethyl acetal (4.0 mL) and the mixture heated to reflux for 18 hours. The reaction was cooled, concentrated in vacuo to a foam and chromatographed on silica using 5% acetone/methylene chloride to give upon concentration of the product containing fractions the title comp...